From a dataset of the Open Reaction Database (ORD), a public repository of structured organic reaction records. describe an organic reaction: reactants, conditions, products, and yield Starting materials: Cl.C1(CC1)NC1=C(C(C1=O)=O)NC=1C=C(C=CC1)C1=CC=C(C=C1)OC[C@H](N)C(=O)OC (Methyl O-(3′-{[2-(cyclopropylamino)-3,4-dioxo-1-cyclobuten-1-yl]amino}-1,1′-bi-phenyl-4-yl)-L-serinate hydro-chloride), [NH4+].[Cl-] (NH4Cl), ClC(=O)OCC (ethyl chloroformate), C(C)N(C(C)C)C(C)C (Ethyldiisopropyl amine). Solvent: C1CCOC1 (THF), C(C)(=O)OCC (Ethyl acetate). Run at temperature 0 celsius, time 1 hour. Product: C1(CC1)NC1=C(C(C1=O)=O)NC=1C=C(C=CC1)C1=CC=C(C=C1)OC[C@H](NC(=O)OCC)C(=O)OC (Methyl O-(3′-{[2-(cyclopropylamino)-3,4-dioxo-1-cyclobuten-1-yl]amino}-1,1′-bi-phenyl-4-yl)-N-(ethoxy-carbonyl)-L-serinate). As a reaction SMILES: Cl.[CH:2]1([NH:5][C:6]2[C:9](=[O:10])[C:8](=[O:11])[C:7]=2[NH:12][C:13]2[CH:14]=[C:15]([C:19]3[CH:24]=[CH:23][C:22]([O:25][CH2:26][C@@H:27]([C:29]([O:31][CH3:32])=[O:30])[NH2:28])=[CH:21][CH:20]=3)[CH:16]=[CH:17][CH:18]=2)[CH2:4][CH2:3]1.Cl[C:34]([O:36][CH2:37][CH3:38])=[O:35].C(N(C(C)C)C(C)C)C.[NH4+].[Cl-]>C1COCC1.C(OCC)(=O)C>[CH:2]1([NH:5][C:6]2[C:9](=[O:10])[C:8](=[O:11])[C:7]=2[NH:12][C:13]2[CH:14]=[C:15]([C:19]3[CH:24]=[CH:23][C:22]([O:25][CH2:26][C@@H:27]([C:29]([O:31][CH3:32])=[O:30])[NH:28][C:34]([O:36][CH2:37][CH3:38])=[O:35])=[CH:21][CH:20]=3)[CH:16]=[CH:17][CH:18]=2)[CH2:4][CH2:3]1 |f:0.1,4.5|. Reported procedure: The compound of Example 15 (97.0 mg, 0.2 mmol, 1 equiv) and ethyl chloroformate (29.8 mg, 0.3 mmol, 1.3 equiv) were suspended in THF (2 mL) and cooled to 0° C. Ethyldiisopropyl amine (82.1 mg, 0.6 mmol, 3 equiv) was added dropwise and the reaction mixture was allowed to reach rt. It was stirred for 1 hour at ambient temperature. Ethyl acetate and saturated aqueous NH4Cl solution were added and the phases were separated. The aqueous layer was extracted three times with ethyl acetate and the combi... The reactants are 40, [N+](=O)([O-])C1=CC=C(C=C1)N1N=CC(NC1=O)=O (2-(4-nitrophenyl)-1,2,4-triazine-3,5-(2H,4H)-dione), BrCCCC (1-bromobutane), C([O-])([O-])=O.[K+].[K+] (potassium carbonate), ice water. Run in CN(C=O)C (N,N-dimethylformamide). Run at temperature 45 celsius, time 8 hour. The product is 33.9, C(CCC)N1C(N(N=CC1=O)C1=CC=C(C=C1)[N+](=O)[O-])=O (4-butyl-2-(4-nitrophenyl)-1,2,4-triazine-3,5(2H,4H)-dione). Isolated yield 68.6%. Reaction SMILES: [N+:1]([C:4]1[CH:9]=[CH:8][C:7]([N:10]2[C:15](=[O:16])[NH:14][C:13](=[O:17])[CH:12]=[N:11]2)=[CH:6][CH:5]=1)([O-:3])=[O:2].Br[CH2:19][CH2:20][CH2:21][CH3:22].C(=O)([O-])[O-].[K+].[K+]>CN(C)C=O>[CH2:19]([N:14]1[C:13](=[O:17])[CH:12]=[N:11][N:10]([C:7]2[CH:6]=[CH:5][C:4]([N+:1]([O-:3])=[O:2])=[CH:9][CH:8]=2)[C:15]1=[O:16])[CH2:20][CH2:21][CH3:22] |f:2.3.4|. Reported procedure: A mixture of 40 parts of 2-(4-nitrophenyl)-1,2,4-triazine-3,5-(2H,4H)-dione, 25.7 parts of 1-bromobutane, 26.25 parts of potassium carbonate and 720 parts of N,N-dimethylformamide was stirred overnight at 45° C. The reaction mixture was poured into 2000 parts of ice water. The precipitated product was filtered off, washed with water and 2,2'-oxybispropane and stirred in methanol. The product was filtered off and dried in vacuo at 70° C., yielding 33.9 parts (68.6%) of 4-butyl-2-(4-nitrophenyl)-1... Reactants: O[C@@H]([C@@H]([C@@H](CO)O)O)C=1N=C(NC1)C(C)=O (1-[4-((1R,2S,3R)-1,2,3,4-Tetrahydroxy-butyl)-1H-imidazol-2-yl]-ethanone), C(C1=CC=NC=C1)(=O)NN (Isonicotinic hydrazide). The reagents and catalysts are Cl (hydrochloric acid). Run in O (water), C(C)O (ethanol). Run at temperature 55 celsius, time 24 hour. Yields the product O[C@@H]([C@@H]([C@@H](CO)O)O)C=1N=C(NC1)\C(\C)=N\NC(C1=CC=NC=C1)=O ((E)-N′-(1-(4-((1R,2S3R)-1,2,3,4-tetrahydroxybutyl)-1H-imidazol-2-yl)ethylidene)isonicotinohydrazide). RXN SMILES: [OH:1][C@H:2]([C:9]1[N:10]=[C:11]([C:14](=O)[CH3:15])[NH:12][CH:13]=1)[C@H:3]([OH:8])[C@H:4]([OH:7])[CH2:5][OH:6].[C:17]([NH:25][NH2:26])(=[O:24])[C:18]1[CH:23]=[CH:22][N:21]=[CH:20][CH:19]=1>C(O)C.O.Cl>[OH:1][C@H:2]([C:9]1[N:10]=[C:11](/[C:14](=[N:26]/[NH:25][C:17](=[O:24])[C:18]2[CH:23]=[CH:22][N:21]=[CH:20][CH:19]=2)/[CH3:15])[NH:12][CH:13]=1)[C@H:3]([OH:8])[C@H:4]([OH:7])[CH2:5][OH:6]. Procedure: 1-[4-((1R,2S,3R)-1,2,3,4-Tetrahydroxy-butyl)-1H-imidazol-2-yl]-ethanone (168 mg, 0.73 mmol) was suspended in ethanol (4 ml) and water (1 ml). Isonicotinic hydrazide (110 mg, 0.80 mmol, 1.1 eq.) and hydrochloric acid (one drop, 12 N) were added, and the suspension was stirred at 55° C. for 24 hours. LCMS analysis indicated the formation of the product and the absence of starting material. The reaction mixture was cooled to room temperature, and partially concentrated in vacuo. The resulting white... Run at temperature 120 celsius, time 3 hour. Product: C[C@H]1N(CCOC1)C1=NC(=C2N=C(N(C2=N1)C1OCCCC1)C1=NC=CC=C1)N1[C@@H](COCC1)C (2,6-Bis-((R)-3-methyl-morpholin-4-yl)-8-pyridin-2-yl-9-(tetrahydro-pyran-2-yl)-9H-purine). RXN SMILES: Br[C:2]1[N:3]([CH:25]2[CH2:30][CH2:29][CH2:28][CH2:27][O:26]2)[C:4]2[C:9]([N:10]=1)=[C:8]([N:11]1[CH2:16][CH2:15][O:14][CH2:13][C@H:12]1[CH3:17])[N:7]=[C:6]([N:18]1[CH2:23][CH2:22][O:21][CH2:20][C@H:19]1[CH3:24])[N:5]=2.C([Sn](CCCC)(CCCC)[C:36]1[CH:41]=[CH:40][CH:39]=[CH:38][N:37]=1)CCC>C1(C)C=CC=CC=1.CCOC(C)=O.[Cl-].[Na+].O.C1C=CC([P]([Pd]([P](C2C=CC=CC=2)(C2C=CC=CC=2)C2C=CC=CC=2)([P](C2C=CC=CC=2)(C2C=CC=CC=2)C2C=CC=CC=2)[P](C2C=CC=CC=2)(C2C=CC=CC=2)C2C=CC=CC=2)(C2C=CC=CC=2)C2C=CC=CC=2)=CC=1>[CH3:24][C@@H:19]1[CH2:20][O:21][CH2:22][CH2:23][N:18]1[C:6]1[N:5]=[C:4]2[C:9]([N:10]=[C:2]([C:36]3[CH:41]=[CH:40][CH:39]=[CH:38][N:37]=3)[N:3]2[CH:25]2[CH2:30][CH2:29][CH2:28][CH2:27][O:26]2)=[C:8]([N:11]2[CH2:16][CH2:15][O:14][CH2:13][C@H:12]2[CH3:17])[N:7]=1 |f:4.5.6,^1:69,71,90,109|. Solvent: CCOC(=O)C (EtOAc), [Cl-].[Na+].O (brine), C1(=CC=CC=C1)C (toluene). Yield: 87.9%. The reagents and catalysts are C=1C=CC(=CC1)[P](C=2C=CC=CC2)(C=3C=CC=CC3)[Pd]([P](C=4C=CC=CC4)(C=5C=CC=CC5)C=6C=CC=CC6)([P](C=7C=CC=CC7)(C=8C=CC=CC8)C=9C=CC=CC9)[P](C=1C=CC=CC1)(C=1C=CC=CC1)C=1C=CC=CC1 (Pd(PPh3)4). Starting materials: BrC=1N(C2=NC(=NC(=C2N1)N1[C@@H](COCC1)C)N1[C@@H](COCC1)C)C1OCCCC1 (8-Bromo-2,6-bis-((R)-3-methyl-morpholin-4-yl)-9-(tetrahydro-pyran-2-yl)-9H-purine), C(CCC)[Sn](C1=NC=CC=C1)(CCCC)CCCC (2-(tributylstannyl)-pyridine). Reported procedure: 8-Bromo-2,6-bis-((R)-3-methyl-morpholin-4-yl)-9-(tetrahydro-pyran-2-yl)-9H-purine (40 mg, 83 μmol) was dissolved in 2 mL of toluene under argon in a microwave vial, and 2-(tributylstannyl)-pyridine (36 mg, 83 μmol) and Pd(PPh3)4 (4.8 mg, 4.2 μmol) were added. The microwave vial was capped, and the reaction mixture was stirred for 3 hours at 120° C. The vial was cooled to room temperature and opened. The mixture was diluted with EtOAc (20 mL) and brine. The organic layer was separated, dried over... The reactants are CCCC[N+](CCCC)(CCCC)CCCC.O.O.O.[F-] (Tetrabutylammoniumfluoride trihydrate), [Si](C1=CC=CC=C1)(C1=CC=CC=C1)(C(C)(C)C)O[C@H]1C[C@@H]([C@H](CC1)NC(OC(C)(C)C)=O)F (tert-butyl [(1S*,2S*,4R*)-4-{[tert-butyl(diphenyl)silyl]oxy}-2-fluorocyclohexyl]carbamate). Yields the product F[C@@H]1[C@H](CC[C@H](C1)O)NC(OC(C)(C)C)=O (tert-Butyl [(1S*,2S*,4R*)-2-fluoro-4-hydroxycyclohexyl]carbamate). Isolated yield 98.4%. RXN SMILES: CCCC[N+](CCCC)(CCCC)CCCC.O.O.O.[F-].[Si]([O:39][C@@H:40]1[CH2:45][CH2:44][C@H:43]([NH:46][C:47](=[O:53])[O:48][C:49]([CH3:52])([CH3:51])[CH3:50])[C@@H:42]([F:54])[CH2:41]1)(C(C)(C)C)(C1C=CC=CC=1)C1C=CC=CC=1>>[F:54][C@H:42]1[CH2:41][C@H:40]([OH:39])[CH2:45][CH2:44][C@@H:43]1[NH:46][C:47](=[O:53])[O:48][C:49]([CH3:51])([CH3:50])[CH3:52] |f:0.1.2.3.4|. Reported procedure: Tetrabutylammoniumfluoride trihydrate (11.9 g; 36.7 mmol) is added to a solution of tert-butyl [(1S*,2S*,4R*)-4-{[tert-butyl(diphenyl)silyl]oxy}-2-fluorocyclohexyl]carbamate (example C18; 8.7 g; 18.3 mmol). The reaction mixture is stirred over night at ambient temperature. The solvent is removed under reduced pressure. The residue is chromatographed on silica gel (cyclohexane/AcOEt—60:40 to 40:60) to yield 4.2 g of the title compound as colourless oil. The reactants are NCCC1=CC=C(NC2CCN(CC2)C(=O)C=2SC3=C(C2OC)C=CC=C3)C=C1 ({4-[4-(2-Aminoethyl)anilino]-1-piperidinyl}(3-methoxy-1-benzothiophen-2-yl)methanone), C(C)(C)(C)[Si](C1=CC=CC=C1)(C1=CC=CC=C1)OC1=CC=C(C=C1)OCC1OC1 (tert-butyl-(4-oxiranylmethoxy-phenoxy)-diphenyl-silane). Product: O[C@@H](CNCCC1=CC=C(C=C1)NC1CCN(CC1)C(=O)C1=C(C2=C(S1)C=CC=C2)OC)COC2=CC=C(C=C2)O ([4-(4-{2-[(2S)-2-Hydroxy-3-(4-hydroxy-phenoxy)-propylamino]-ethyl}-phenylamino)-piperidin-1-yl]-(3-methoxy-benzo[b]thiophen-2-yl)-methanone). The yield is 30.6%. Reaction SMILES: [NH2:1][CH2:2][CH2:3][C:4]1[CH:29]=[CH:28][C:7]([NH:8][CH:9]2[CH2:14][CH2:13][N:12]([C:15]([C:17]3[S:18][C:19]4[CH:27]=[CH:26][CH:25]=[CH:24][C:20]=4[C:21]=3[O:22][CH3:23])=[O:16])[CH2:11][CH2:10]2)=[CH:6][CH:5]=1.C([Si]([O:47][C:48]1[CH:53]=[CH:52][C:51]([O:54][CH2:55][CH:56]2[CH2:58][O:57]2)=[CH:50][CH:49]=1)(C1C=CC=CC=1)C1C=CC=CC=1)(C)(C)C>>[OH:57][C@H:56]([CH2:55][O:54][C:51]1[CH:52]=[CH:53][C:48]([OH:47])=[CH:49][CH:50]=1)[CH2:58][NH:1][CH2:2][CH2:3][C:4]1[CH:5]=[CH:6][C:7]([NH:8][CH:9]2[CH2:10][CH2:11][N:12]([C:15]([C:17]3[S:18][C:19]4[CH:27]=[CH:26][CH:25]=[CH:24][C:20]=4[C:21]=3[O:22][CH3:23])=[O:16])[CH2:13][CH2:14]2)=[CH:28][CH:29]=1. Procedure details: {4-[4-(2-Aminoethyl)anilino]-1-piperidinyl}(3-methoxy-1-benzothiophen-2-yl)methanone (0.189 g, 0.461 mmol) was reacted with tert-butyl-(4-oxiranylmethoxy-phenoxy)-diphenyl-silane (0.187 g, 0.461 mmol) according to Procedure G to give the title compound (0.119 g, 0.141 mmol). Reactants: OC1=CC=C(C=C1)[C@@H](CC(=O)OCC)\C=C\C (Ethyl (3S,4E)-3-(4-hydroxyphenyl)-4-hexenoate), C(CCC)OC1=C(C=C(C=C1)OC)C1=C(C=CC(=C1)CCl)C(C)(C)C (2-(Butyloxy)-5′-(chloromethyl)-2′-(1,1-dimethylethyl)-5-(methyloxy)-1,1′-biphenyl), C([O-])([O-])=O.[Cs+].[Cs+] (cesium carbonate). The solvent is CN(C)C=O (DMF), CCOC(=O)C (EtOAc). Run at temperature 23 celsius, time 16 hour. Product: C(CCC)OC1=C(C=C(C=C1)OC)C1=CC(=CC=C1C(C)(C)C)COC1=CC=C(C=C1)[C@@H](CC(=O)OCC)\C=C\C (Ethyl (3S,4E)-3-(4-(((2′-(butyloxy)-6-(1,1-dimethylethyl)-5′-(methyloxy)-1,1′-biphenyl-3-yl)methyl)oxy)phenyl)-4-hexenoate). Isolated yield 80.0%. As a reaction SMILES: [OH:1][C:2]1[CH:7]=[CH:6][C:5]([C@H:8](/[CH:15]=[CH:16]/[CH3:17])[CH2:9][C:10]([O:12][CH2:13][CH3:14])=[O:11])=[CH:4][CH:3]=1.[CH2:18]([O:22][C:23]1[CH:28]=[CH:27][C:26]([O:29][CH3:30])=[CH:25][C:24]=1[C:31]1[CH:36]=[C:35]([CH2:37]Cl)[CH:34]=[CH:33][C:32]=1[C:39]([CH3:42])([CH3:41])[CH3:40])[CH2:19][CH2:20][CH3:21].C(=O)([O-])[O-].[Cs+].[Cs+]>CN(C=O)C.CCOC(C)=O>[CH2:18]([O:22][C:23]1[CH:28]=[CH:27][C:26]([O:29][CH3:30])=[CH:25][C:24]=1[C:31]1[C:32]([C:39]([CH3:42])([CH3:41])[CH3:40])=[CH:33][CH:34]=[C:35]([CH2:37][O:1][C:2]2[CH:3]=[CH:4][C:5]([C@H:8](/[CH:15]=[CH:16]/[CH3:17])[CH2:9][C:10]([O:12][CH2:13][CH3:14])=[O:11])=[CH:6][CH:7]=2)[CH:36]=1)[CH2:19][CH2:20][CH3:21] |f:2.3.4|. Reported procedure: A mixture of compound B (11 mg, 47 μmol), compound C (17 mg, 47 μmol), and cesium carbonate (23 mg, 70 μmol) in DMF (1.0 mL) was stirred for 16 hours at 23° C. The mixture was diluted with EtOAc, washed with water and brine, dried over MgSO4, and concentrated. The crude product was purified by silica gel flash chromatography (0-10% EtOAc/hexane) to afford compound 11.1 (21 mg, 81% yield) as a colorless oil. MS ESI (pos.) m/e: 576 (M+H2O), 581 (M+Na).